Task: describe an organic reaction: reactants, conditions, products, and yield. Dataset: the Open Reaction Database (ORD), a public repository of structured organic reaction records Starting materials: O=C([O-])[O-], CN(C)C=O, CCOC(C)=O, O=C(Nc1cn2nc(I)ccc2n1)C1CC1, [K+], [K+], Nc1ccc(O)cc1[N+](=O)[O-], C1CCOC1, O. Yields the product Nc1ccc(Oc2ccc3nc(NC(=O)C4CC4)cn3n2)cc1[N+](=O)[O-]. RXN SMILES: [C:28](=[O:29])([O-:30])[O-:31].[CH3:34][N:35]([CH3:36])[CH:37]=[O:38].[CH3:45][CH2:46][O:47][C:48](=[O:49])[CH3:50].[I:1][c:2]1[cH:3][cH:4][c:5]2[n:6]([n:7]1)[cH:8][c:9]([NH:11][C:12](=[O:13])[CH:14]1[CH2:15][CH2:16]1)[n:10]2.[K+:32].[K+:33].[NH2:17][c:18]1[c:19]([N+:25](=[O:26])[O-:27])[cH:20][c:21]([OH:24])[cH:22][cH:23]1.[O:40]1[CH2:41][CH2:42][CH2:43][CH2:44]1.[OH2:39]>>[c:2]1([O:24][c:21]2[cH:20][c:19]([N+:25](=[O:26])[O-:27])[c:18]([NH2:17])[cH:23][cH:22]2)[cH:3][cH:4][c:5]2[n:6]([n:7]1)[cH:8][c:9]([NH:11][C:12](=[O:13])[CH:14]1[CH2:15][CH2:16]1)[n:10]2. Starting materials: S([O-])(O)=O.[Na+] (sodium bisulfite), BrC=1C=C(C=O)C=CC1F (3-bromo-4-fluorobenzaldehyde), [C-]#N.[Na+] (sodium cyanide). The solvent is CCOCC (ether), O (water). Run at temperature 50 celsius, time 2 hour. Product: BrC=1C=C(C=CC1F)C(O)C#N (1-(3-Bromo-4-fluorophenyl)-1-cyanomethanol). Yield: 92.0%. Reaction SMILES: S(=O)(O)[O-].[Na+].[Br:6][C:7]1[CH:8]=[C:9]([CH:12]=[CH:13][C:14]=1[F:15])[CH:10]=[O:11].[C-:16]#[N:17].[Na+]>O.CCOCC>[Br:6][C:7]1[CH:8]=[C:9]([CH:10]([C:16]#[N:17])[OH:11])[CH:12]=[CH:13][C:14]=1[F:15] |f:0.1,3.4|. Procedure: A solution of sodium bisulfite (28.3 g, 271 mmol) in water at 50° C. is treated with 3-bromo-4-fluorobenzaldehyde (45.8 g, 225 mmol), stirred at 50° C. for 2 h, cooled with an ice bath, diluted with ether, treated dropwise with an aqueous solution of sodium cyanide (12.2 g, 248 mmol) over a period of 30 min and stirred at room temperature overnight. The reaction mixture is separated, and the aqueous phase is extracted with ether. The extracts are combined with the organic phase, washed with brin... The reactants are CC1(O[C@@H]2[C@H](O1)CCC[C@H]2N)C ((3aS,4R,7aR)-2,2-dimethylhexahydrobenzo-1,3-dioxol-4-yl-amine), CC1(C=2C=CC(=CC2C(CC1)(C)C)C1=CC=CC(=N1)N1CCC(CC1)=O)C (6′-(5,5,8,8-tetramethyl-5,6,7,8-tetrahydronaphthalen-2-yl)-2,3,5,6-tetrahydro-1,2′-bipyridinyl-4-one). Solvent: C1CCOC1 (THF). Yields the product CC1(O[C@@H]2[C@H](O1)CCC[C@H]2NC2CCN(CC2)C2=NC(=CC=C2)C2=CC=1C(CCC(C1C=C2)(C)C)(C)C)C (((3aS,4R,7aR)-2,2-Dimethylhexahydrobenzo-1,3-dioxol-4-yl)-[6′-(5,5,8,8-tetramethyl-5,6,7,8-tetrahydronaphthalen-2-yl)-3,4,5,6-tetrahydro-2H-1,2′-bipyridinyl-4-yl]amine). RXN SMILES: [CH3:1][C:2]1([CH3:12])[O:6][C@@H:5]2[CH2:7][CH2:8][CH2:9][C@@H:10]([NH2:11])[C@@H:4]2[O:3]1.[CH3:13][C:14]1([CH3:39])[CH2:23][CH2:22][C:21]([CH3:25])([CH3:24])[C:20]2[CH:19]=[C:18]([C:26]3[N:31]=[C:30]([N:32]4[CH2:37][CH2:36][C:35](=O)[CH2:34][CH2:33]4)[CH:29]=[CH:28][CH:27]=3)[CH:17]=[CH:16][C:15]1=2>C1COCC1>[CH3:1][C:2]1([CH3:12])[O:6][C@@H:5]2[CH2:7][CH2:8][CH2:9][C@@H:10]([NH:11][CH:35]3[CH2:34][CH2:33][N:32]([C:30]4[CH:29]=[CH:28][CH:27]=[C:26]([C:18]5[CH:17]=[CH:16][C:15]6[C:14]([CH3:39])([CH3:13])[CH2:23][CH2:22][C:21]([CH3:25])([CH3:24])[C:20]=6[CH:19]=5)[N:31]=4)[CH2:37][CH2:36]3)[C@@H:4]2[O:3]1. Procedure: The preparation is carried out analogously to FS1008 in THF starting from 34 mg (0.199 mmol) of (3aS,4R,7aR)-2,2-dimethylhexahydrobenzo-1,3-dioxol-4-yl-amine and 80 mg (0.199 mmol) of 6′-(5,5,8,8-tetramethyl-5,6,7,8-tetrahydronaphthalen-2-yl)-2,3,5,6-tetrahydro-1,2′-bipyridinyl-4-one. The purification is carried out by means of flash chromatography on silica gel. The reactants are CCOC(C)=O, CCOC(=O)c1cc2cc([N+](=O)[O-])ccc2n1C. Yields the product CCOC(=O)c1cc2cc(N)ccc2n1C. Reaction SMILES: [CH3:19][CH2:20][O:21][C:22](=[O:23])[CH3:24].[CH3:1][n:2]1[c:3]([C:14](=[O:15])[O:16][CH2:17][CH3:18])[cH:4][c:5]2[cH:6][c:7]([N+:11]([O-:12])=[O:13])[cH:8][cH:9][c:10]12>>[CH3:1][n:2]1[c:3]([C:14](=[O:15])[O:16][CH2:17][CH3:18])[cH:4][c:5]2[cH:6][c:7]([NH2:11])[cH:8][cH:9][c:10]12. Reactants: C(C1=CC=CC=C1)N1C(C2=CC=C(C=C2C(=C1C(=O)O)C1=CC=CC=C1)Br)=O (2-benzyl-6-bromo-1-oxo-4-phenyl-1,2-dihydroisoquinoline-3-carboxylic acid), CNC.C1CCOC1 (dimethylamine THF), crystals. Yields the product CN(C(=O)C=1N(C(C2=CC=C(C=C2C1C1=CC=CC=C1)Br)=O)CC1=CC=CC=C1)C (2-benzyl-6-bromo-1-oxo-4-phenyl-1,2-dihydroisoquinoline-3-carboxylic acid dimethylamide). As a reaction SMILES: [CH2:1]([N:8]1[C:17]([C:18]([OH:20])=O)=[C:16]([C:21]2[CH:26]=[CH:25][CH:24]=[CH:23][CH:22]=2)[C:15]2[C:10](=[CH:11][CH:12]=[C:13]([Br:27])[CH:14]=2)[C:9]1=[O:28])[C:2]1[CH:7]=[CH:6][CH:5]=[CH:4][CH:3]=1.[CH3:29][NH:30][CH3:31].C1COCC1>>[CH3:29][N:30]([CH3:31])[C:18]([C:17]1[N:8]([CH2:1][C:2]2[CH:3]=[CH:4][CH:5]=[CH:6][CH:7]=2)[C:9](=[O:28])[C:10]2[C:15]([C:16]=1[C:21]1[CH:26]=[CH:25][CH:24]=[CH:23][CH:22]=1)=[CH:14][C:13]([Br:27])=[CH:12][CH:11]=2)=[O:20] |f:1.2|. Procedure details: The present compound was synthesized by a method similar to that in Example 249 and using 2-benzyl-6-bromo-1-oxo-4-phenyl-1,2-dihydroisoquinoline-3-carboxylic acid (250 mg) and dimethylamine THF solution. Colorless crystals (180 mg). The reactants are C([O-])([O-])=O.[K+].[K+] (Potassium carbonate), BrC1=C(C(=CC=C1)F)[N+](=O)[O-] (1-bromo-3-fluoro-2-nitro-benzene), C(C1=CC=CC=C1)N (benzylamine). Solvent: ice water. Reaction conditions: time 18 hour. The product is C(C1=CC=CC=C1)NC1=C(C(=CC=C1)Br)[N+](=O)[O-] (Benzyl-(3-bromo-2-nitro-phenyl)-amine). As a reaction SMILES: C(=O)([O-])[O-].[K+].[K+].[Br:7][C:8]1[CH:13]=[CH:12][CH:11]=[C:10](F)[C:9]=1[N+:15]([O-:17])=[O:16].[CH2:18]([NH2:25])[C:19]1[CH:24]=[CH:23][CH:22]=[CH:21][CH:20]=1>>[CH2:18]([NH:25][C:10]1[CH:11]=[CH:12][CH:13]=[C:8]([Br:7])[C:9]=1[N+:15]([O-:17])=[O:16])[C:19]1[CH:24]=[CH:23][CH:22]=[CH:21][CH:20]=1 |f:0.1.2|. Reported procedure: Potassium carbonate (2.58 g, 18.73 mmol) was added to a solution of 1-bromo-3-fluoro-2-nitro-benzene (2.06 g, 9.36 mmol) and benzylamine (1.13 mL, 9.364 mmol) and the resulting suspension was stirred at room temperature for 18 hours. The reaction mixture was poured onto 500 mL of ice water and extracted four times with 100 mL ethyl acetate. The combined organic fractions were dried over sodium sulfate, and concentrated in vacuo to give an oil that was purified by recrystallization from 75 mL ref... Starting materials: FC(CCCCCCCCO)(C(F)(F)F)F (9,9,10,10,10-pentafluorodecan-1-ol), N1=CC=CC=C1 (pyridine), C1(=CC=C(C=C1)S(=O)(=O)Cl)C (p-toluenesulphonyl chloride). Solvent: O (water). Run at time 2 hour. Yields the product S(=O)(=O)(OCCCCCCCCC(C(F)(F)F)(F)F)C1=CC=C(C)C=C1 (9,9,10,10,10-Pentafluorodecyl Tosylate). As a reaction SMILES: [F:1][C:2]([F:16])([C:12]([F:15])([F:14])[F:13])[CH2:3][CH2:4][CH2:5][CH2:6][CH2:7][CH2:8][CH2:9][CH2:10][OH:11].N1C=CC=CC=1.[C:23]1([CH3:33])[CH:28]=[CH:27][C:26]([S:29](Cl)(=[O:31])=[O:30])=[CH:25][CH:24]=1>O>[S:29]([C:26]1[CH:27]=[CH:28][C:23]([CH3:33])=[CH:24][CH:25]=1)([O:11][CH2:10][CH2:9][CH2:8][CH2:7][CH2:6][CH2:5][CH2:4][CH2:3][C:2]([F:16])([F:1])[C:12]([F:13])([F:14])[F:15])(=[O:31])=[O:30]. Reported procedure: 1.0 g of 9,9,10,10,10-pentafluorodecan-1-ol is dissolved in 8 ml of abs. pyridine, 985 mg of p-toluenesulphonyl chloride are added at 0° C. and the mixture is stirred in the cold for 2 hours. The reaction mixture is then added to water, extracted 3 times with ether, dried over magnesium sulphate and concentrated in vacuo. Preparative column chromatography on silica gel using a hexane-ethyl acetate gradient leads to 1.5 g of 9,9,10,10,10-penta-fluorodecyl tosylate as an oil.